Task: describe an organic reaction: reactants, conditions, products, and yield. Dataset: the Open Reaction Database (ORD), a public repository of structured organic reaction records Reaction SMILES: COC[O:4][C@H:5]1[CH2:18][C@H:17]2[C@@H:8]([C@@H:9]3[C@@H:14]([CH2:15][CH2:16]2)[CH2:13][C@@:12]2([CH3:24])[C@H:19]([C:22]#[N:23])[CH2:20][CH2:21][C@H:11]2[CH2:10]3)[CH2:7][CH2:6]1.COCO[C@H]1C[C@H]2[C@@H]([C@@H]3[C@@H](CC2)C[C@@]2(C)C(OS(C(F)(F)F)(=O)=O)=CC[C@@H]2C3)CC1.Cl>CO>[OH:4][C@H:5]1[CH2:18][C@H:17]2[C@@H:8]([C@@H:9]3[C@@H:14]([CH2:15][CH2:16]2)[CH2:13][C@@:12]2([CH3:24])[C@H:19]([C:22]#[N:23])[CH2:20][CH2:21][C@@H:11]2[CH2:10]3)[CH2:7][CH2:6]1. Procedure details: To a solution of compound 50 (250 mg containing the aromatic impurity carried over from compound 48) in methanol (30 mL) was added 6 N HCl (15 mL) at room temperature. After 4 h, the product was extracted into dichloromethane (50 mL×3), and the combined extracts were dried, filtered, and concentrated. The residue was purified by flash column chromatography (silica gel eluted with 25% EtOAc in hexanes) to give compound 51 (84 mg): mp. 163-165° C.; [α]D25 −33.9 (c 0.18, CHCl3); 1H NMR (CDCl3) δ 4.... Run at time 4 hour. Reactants: COCO[C@@H]1CC[C@@H]2[C@H]3C[C@H]4[C@@](C[C@@H]3CC[C@H]2C1)([C@@H](CC4)C#N)C ((3R,4aS,6aS,7aR,8R,10aS,11aS,11bS)-3-(Methoxymethoxy)-7a-methyl-hexadecahydro-cyclopenta[b]phenanthrene-8-carbonitrile), COCO[C@@H]1CC[C@@H]2[C@H]3C[C@@H]4[C@@](C[C@@H]3CC[C@H]2C1)(C(=CC4)OS(=O)(=O)C(F)(F)F)C (1,1,1-Trifluoromethanesulfonic acid (3R,4aS,6aS,7aR,10aS,11aS,11bS)-3-(Methoxymethoxy)-7a-methyl-2,3,4,4a,5,6,6a,7,7a,10,10a,11,11a,11b-tetradecahydro-1H-cyclopenta[b]phenanthren-8-yl ester), Cl (HCl). Product: O[C@@H]1CC[C@@H]2[C@H]3C[C@@H]4[C@@](C[C@@H]3CC[C@H]2C1)([C@@H](CC4)C#N)C ((3R,4aS,6aS,7aR,8R,10aR,11aS,11bS)-3-Hydroxy-7a-methyl-hexadecahydro-cyclopenta[b]phenanthrene-8-carbonitrile). The solvent is CO (methanol). Starting materials: CN(C)C=O, ClCCl, O=C(NC(O)C(Cl)(Cl)Cl)c1ccccc1O, O=S(Cl)Cl. Yields the product O=C(NC(Cl)C(Cl)(Cl)Cl)c1ccccc1O. RXN SMILES: [CH3:24][N:25]([CH3:26])[CH:27]=[O:28].[Cl:17][CH2:18][Cl:19].[OH:1][CH:2]([C:3]([Cl:4])([Cl:5])[Cl:6])[NH:7][C:8]([c:9]1[c:10]([OH:15])[cH:11][cH:12][cH:13][cH:14]1)=[O:16].[S:20]([Cl:21])([Cl:22])=[O:23]>>[CH:2]([C:3]([Cl:4])([Cl:5])[Cl:6])([NH:7][C:8]([c:9]1[c:10]([OH:15])[cH:11][cH:12][cH:13][cH:14]1)=[O:16])[Cl:17]. Starting materials: CC1(O)CCCCC1, O=C(Cl)OCCl, ClCCl, c1ccncc1. Product: CC1(OC(=O)OCCl)CCCCC1. RXN SMILES: [CH3:1][C:2]1([OH:8])[CH2:3][CH2:4][CH2:5][CH2:6][CH2:7]1.[Cl:15][C:16](=[O:17])[O:18][CH2:19][Cl:20].[Cl:21][CH2:22][Cl:23].[cH:9]1[cH:10][cH:11][n:12][cH:13][cH:14]1>>[CH3:1][C:2]1([O:8][C:16](=[O:17])[O:18][CH2:19][Cl:20])[CH2:3][CH2:4][CH2:5][CH2:6][CH2:7]1.